Dataset: the Open Reaction Database (ORD), a public repository of structured organic reaction records. Task: describe an organic reaction: reactants, conditions, products, and yield The product is O=C1C2CN(CCc3ccc(Br)cc3)CCN2C(=O)N1c1cc(Cl)cc(Cl)c1. The reactants are BrCCc1ccc(Br)cc1, O=C([O-])[O-], CC(=O)C(C)C, O=C1C2CNCCN2C(=O)N1c1cc(Cl)cc(Cl)c1, [I-], [K+], [K+], [Na+]. As a reaction SMILES: [Br:1][c:2]1[cH:3][cH:4][c:5]([CH2:8][CH2:9][Br:10])[cH:6][cH:7]1.[C:30](=[O:31])([O-:32])[O-:33].[CH:38]([C:39]([CH3:40])=[O:41])([CH3:42])[CH3:43].[Cl:11][c:12]1[cH:13][c:14]([N:19]2[C:20](=[O:29])[N:21]3[CH:22]([CH2:23][NH:24][CH2:25][CH2:26]3)[C:27]2=[O:28])[cH:15][c:16]([Cl:18])[cH:17]1.[I-:37].[K+:34].[K+:35].[Na+:36]>>[Br:1][c:2]1[cH:3][cH:4][c:5]([CH2:8][CH2:9][N:24]2[CH2:23][CH:22]3[N:21]([C:20](=[O:29])[N:19]([c:14]4[cH:13][c:12]([Cl:11])[cH:17][c:16]([Cl:18])[cH:15]4)[C:27]3=[O:28])[CH2:26][CH2:25]2)[cH:6][cH:7]1. The reactants are CC(=O)O, CCO, CC1(C)Cc2cc(C(=O)c3ccc(OS(=O)(=O)C(F)(F)F)cc3)ccc2O1, NN, O. Yields the product CC1(C)Cc2cc(C(=NN)c3ccc(OS(=O)(=O)C(F)(F)F)cc3)ccc2O1. RXN SMILES: [CH3:31][C:32](=[O:33])[OH:34].[CH3:35][CH2:36][OH:37].[F:1][C:2]([S:3](=[O:4])(=[O:5])[O:6][c:7]1[cH:8][cH:9][c:10]([C:13](=[O:14])[c:15]2[cH:16][cH:17][c:18]3[c:19]([cH:25]2)[CH2:20][C:21]([CH3:23])([CH3:24])[O:22]3)[cH:11][cH:12]1)([F:26])[F:27].[NH2:29][NH2:30].[OH2:28]>>[F:1][C:2]([S:3](=[O:4])(=[O:5])[O:6][c:7]1[cH:8][cH:9][c:10]([C:13]([c:15]2[cH:16][cH:17][c:18]3[c:19]([cH:25]2)[CH2:20][C:21]([CH3:23])([CH3:24])[O:22]3)=[N:29][NH2:30])[cH:11][cH:12]1)([F:26])[F:27].